From a dataset of the Open Reaction Database (ORD), a public repository of structured organic reaction records. describe an organic reaction: reactants, conditions, products, and yield Product: C(C1=CC=CC=C1)(=O)NC1=C(C(=O)O)C=CC(=C1)\C=C\C1=C(C=CC=C1)C (2-(benzamido)-4-((E)-2-(2-methylphenyl)vinyl)benzoic acid). Solvent: C(C)(=O)OCC (ethyl acetate), C1(=CC=CC=C1)C (toluene). The reagents and catalysts are C1(CCCCC1)P(C1CCCCC1)[Pd+] (dicyclohexylphosphino palladium(II)), [Br-].C(CCC)[N+](CCCC)(CCCC)CCCC (tetrabutylammonium bromide). Reaction SMILES: I[C:2]1[CH:7]=[CH:6][CH:5]=[CH:4][C:3]=1[CH3:8].C(=O)([O-])[O-].[Cs+].[Cs+].[C:15]([NH:23][C:24]1[CH:36]=[C:35]([CH:37]=[CH2:38])[CH:34]=[CH:33][C:25]=1[C:26]([O:28]C(C)(C)C)=[O:27])(=[O:22])[C:16]1[CH:21]=[CH:20][CH:19]=[CH:18][CH:17]=1.C(O)(=O)CC(CC(O)=O)(C(O)=O)O>[Br-].C([N+](CCCC)(CCCC)CCCC)CCC.C1(P([Pd+])C2CCCCC2)CCCCC1.C(OCC)(=O)C.C1(C)C=CC=CC=1>[C:15]([NH:23][C:24]1[CH:36]=[C:35](/[CH:37]=[CH:38]/[C:2]2[CH:7]=[CH:6][CH:5]=[CH:4][C:3]=2[CH3:8])[CH:34]=[CH:33][C:25]=1[C:26]([OH:28])=[O:27])(=[O:22])[C:16]1[CH:17]=[CH:18][CH:19]=[CH:20][CH:21]=1 |f:1.2.3,6.7|. Conditions: temperature 110 celsius, time 24 hour. Starting materials: IC1=C(C=CC=C1)C (2-iodotoluene), C(C1=CC=CC=C1)(=O)NC1=C(C(=O)OC(C)(C)C)C=CC(=C1)C=C (tert-butyl 2-(benzamido)-4-vinylbenzoate), C(CC(O)(C(=O)O)CC(=O)O)(=O)O (citric acid), C([O-])([O-])=O.[Cs+].[Cs+] (cesium carbonate), polymer. Procedure details: 0.031 mL of 2-iodotoluene, 81 g of cesium carbonate, 12 mg of tetrabutylammonium bromide and 19 mg of polymer supported di(acetato) dicyclohexylphosphino palladium(II) were added to 1.0 mL of toluene solution containing 40 mg of tert-butyl 2-(benzamido)-4-vinylbenzoate at room temperature and stirred at 110° C. for 24 hours. After the reaction mixture was cooled to room temperature, ethyl acetate and 10% citric acid aqueous solution were added, the organic layer was separated, and the solvent wa... Yields the product C(C)(=O)NC1=CC(=NN1C1=C(C=C(C(=C1)SCC(F)(F)F)C)F)OC(C(C(F)(F)F)(F)F)(F)F (5-acetylamino-1-{2-fluoro-4-methyl-5-(2,2,2-trifluoroethylthio)phenyl}-3-(1,1,2,2,3,3,3-heptafluoropropoxy)pyrazole). The reactants are N1=CC=CC=C1 (pyridine), C(C)(=O)NC1=CC(=NN1C1=C(C=C(C(=C1)SCC(F)(F)F)C)F)O (5-acetylamino-1-{2-fluoro-4-methyl-5-(2,2,2-trifluoroethylthio)phenyl}-3-hydroxypyrazole), FC(S(=O)(=O)[O-])(F)F.FC(C(C(F)(F)F)(F)F)(F)[I+]C1=CC=CC=C1 ((perfluoro-n-propyl)phenyliodonium trifluoromethanesulfonate). Procedure details: 2.1 g of 5-acetylamino-1-{2-fluoro-4-methyl-5-(2,2,2-trifluoroethylthio)phenyl}-3-hydroxypyrazole was dissolved in 60 mL of dichloromethane, and 0.51 g of pyridine was added. To the obtained solution, 3.0 g of (perfluoro-n-propyl)phenyliodonium trifluoromethanesulfonate was slowly added, followed by stirring at room temperature for 1 hour. The solvent was distilled off under reduced pressure, a saturated salt solution was added, extraction with ethyl acetate was carried out, the organic layer wa... Isolated yield 3.3%. As a reaction SMILES: [C:1]([NH:4][C:5]1[N:9]([C:10]2[CH:15]=[C:14]([S:16][CH2:17][C:18]([F:21])([F:20])[F:19])[C:13]([CH3:22])=[CH:12][C:11]=2[F:23])[N:8]=[C:7]([OH:24])[CH:6]=1)(=[O:3])[CH3:2].N1C=CC=CC=1.FC(F)(F)S([O-])(=O)=O.[F:39][C:40]([I+]C1C=CC=CC=1)([F:48])[C:41]([F:47])([F:46])[C:42]([F:45])([F:44])[F:43]>ClCCl>[C:1]([NH:4][C:5]1[N:9]([C:10]2[CH:15]=[C:14]([S:16][CH2:17][C:18]([F:19])([F:20])[F:21])[C:13]([CH3:22])=[CH:12][C:11]=2[F:23])[N:8]=[C:7]([O:24][C:40]([F:48])([F:39])[C:41]([F:47])([F:46])[C:42]([F:45])([F:44])[F:43])[CH:6]=1)(=[O:3])[CH3:2] |f:2.3|. Conditions: time 1 hour. Run in ClCCl (dichloromethane). Starting materials: C(C)(C)(C)OC(=O)N1C[C@H]([C@H](CCC1)O)C(=O)OCC (ethyl (3R,4S)-1-(tert-butoxycarbonyl)-4-hydroxy-azepan-3-carboxylate). Solvent: COC(C)(C)C (tert-butyl methyl ether), [OH-].[Na+] (NaOH). Conditions: time 4 hour. Product: C(C)(C)(C)OC(=O)N1C[C@H]([C@H](CCC1)O)C(=O)O ((3R,4S)-4-hydroxy-azepan-1,3-dicarboxylic acid 1-tert-butyl ester). Yield: 46.3%. As a reaction SMILES: [C:1]([O:5][C:6]([N:8]1[CH2:14][CH2:13][CH2:12][C@H:11]([OH:15])[C@H:10]([C:16]([O:18]CC)=[O:17])[CH2:9]1)=[O:7])([CH3:4])([CH3:3])[CH3:2]>COC(C)(C)C.[OH-].[Na+]>[C:1]([O:5][C:6]([N:8]1[CH2:14][CH2:13][CH2:12][C@H:11]([OH:15])[C@H:10]([C:16]([OH:18])=[O:17])[CH2:9]1)=[O:7])([CH3:4])([CH3:2])[CH3:3] |f:2.3|. Reported procedure: A mixture of 28.7 g of the compound prepared in Example 13 in 200 ml of tert-butyl methyl ether and 200 ml of 2N NaOH was stirred vigorously at room temperature for 4 hours and then at 50° C. for 20 hours. After cooling, the aqueous phase was extracted twice with 100 ml of tert-butyl methyl ether each time. The organic phases were discarded. The aqueous phase was acidified cautiously with about 70 ml of 6N HCl and extracted once with 200 ml of tert-butyl methyl ether and twice with 100 ml of ter... The reactants are C(C)C1=NN(C(S1)=NC(C(F)(F)F)=O)CC1=CC=C(C=C1)I (5-ethyl-3-(4-iodobenzyl)-2-trifluoroacetylimino-1,3,4-thiadiazoline), [OH-].[Na+] (sodium hydroxide), O (Water). The solvent is O1CCCC1 (tetrahydrofuran). Conditions: time 8 hour. Yields the product C(C)C1=NN(C(S1)=N)CC1=CC=C(C=C1)I (5-ethyl-2-imino-3-(4-iodobenzyl)-1,3,4-thiadiazoline). Yield: 93.6%. As a reaction SMILES: [CH2:1]([C:3]1[S:7][C:6](=[N:8]C(=O)C(F)(F)F)[N:5]([CH2:15][C:16]2[CH:21]=[CH:20][C:19]([I:22])=[CH:18][CH:17]=2)[N:4]=1)[CH3:2].[OH-].[Na+].O>O1CCCC1>[CH2:1]([C:3]1[S:7][C:6](=[NH:8])[N:5]([CH2:15][C:16]2[CH:21]=[CH:20][C:19]([I:22])=[CH:18][CH:17]=2)[N:4]=1)[CH3:2] |f:1.2|. Procedure details: To a solution of 5-ethyl-3-(4-iodobenzyl)-2-trifluoroacetylimino-1,3,4-thiadiazoline (44.1 g) in tetrahydrofuran (300 ml) was added 2N sodium hydroxide (100 ml), followed by stirring at room temperature overnight. Water (300 ml) was added to the reaction mixture, followed by extraction with chloroform (250 ml) twice. The organic layers were washed with a saturated aqueous sodium hydrogencarbonate and were dried over anhydrous magnesium sulfate, followed by removal through distillation. The oily ... Reactants: Cl.N1=C(C=CC=C1)N(C(=O)C1=CC2=C(N(C(=N2)CNC2=CC=C(C=C2)C(N)=N)C)C=C1)CCC(=O)OC (1-methyl-2-[N-(4-amidinophenyl)aminomethyl]benzimidazol-5-yl-carboxylic acid-N-(2-pyridyl)-N-(2-methoxycarbonylethyl)amide hydrochloride), ClC(=O)OCCCCCCCCC (n-nonyl chloroformate), C36H45N7O5. Solvent: ClCCl.CO (dichloromethane methanol). The product is N1=C(C=CC=C1)N(C(=O)C1=CC2=C(N(C(=N2)CNC2=CC=C(C=C2)C(NC(=O)OCCCCCCCCC)=N)C)C=C1)CCC(=O)OC (1-Methyl-2-[N-[4-(N-n-nonyloxycarbonylamidino)phenyl]aminomethyl]benzimidazol-5-yl-carboxylic acid-N-(2-pyridyl)-N-(2-methoxycarbonylethyl)amide). Yield: 60.0%. Reaction SMILES: Cl.[N:2]1[CH:7]=[CH:6][CH:5]=[CH:4][C:3]=1[N:8]([CH2:32][CH2:33][C:34]([O:36][CH3:37])=[O:35])[C:9]([C:11]1[CH:31]=[CH:30][C:14]2[N:15]([CH3:29])[C:16]([CH2:18][NH:19][C:20]3[CH:25]=[CH:24][C:23]([C:26](=[NH:28])[NH2:27])=[CH:22][CH:21]=3)=[N:17][C:13]=2[CH:12]=1)=[O:10].Cl[C:39]([O:41][CH2:42][CH2:43][CH2:44][CH2:45][CH2:46][CH2:47][CH2:48][CH2:49][CH3:50])=[O:40]>ClCCl.CO>[N:2]1[CH:7]=[CH:6][CH:5]=[CH:4][C:3]=1[N:8]([CH2:32][CH2:33][C:34]([O:36][CH3:37])=[O:35])[C:9]([C:11]1[CH:31]=[CH:30][C:14]2[N:15]([CH3:29])[C:16]([CH2:18][NH:19][C:20]3[CH:25]=[CH:24][C:23]([C:26](=[NH:27])[NH:28][C:39]([O:41][CH2:42][CH2:43][CH2:44][CH2:45][CH2:46][CH2:47][CH2:48][CH2:49][CH3:50])=[O:40])=[CH:22][CH:21]=3)=[N:17][C:13]=2[CH:12]=1)=[O:10] |f:0.1,3.4|. Procedure details: Prepared analogously to Example 90 from 1-methyl-2-[N-(4-amidinophenyl)aminomethyl]benzimidazol-5-yl-carboxylic acid-N-(2-pyridyl)-N-(2-methoxycarbonylethyl)amide hydrochloride and n-nonyl chloroformate. Yield: 60% of theory, C36H45N7O5 (655.8); Rf value: 0.48 (silica gel; dichloromethane/methanol=9:1); EKA mass spectrum: (M+H)+=656; (M+H+Na)++=339.8; (M+Na)+=678. The reactants are N#CCc1ccc(Br)cc1F, [Li]CCCC, C1CCOC1, Cc1ccc2ocnc2c1, Cl[Pd]Cl, c1ccc(P(c2ccccc2)c2ccccc2)cc1, c1ccc(P(c2ccccc2)c2ccccc2)cc1. Yields the product Cc1ccc2oc(-c3ccc(CC#N)c(F)c3)nc2c1. As a reaction SMILES: [Br:16][c:17]1[cH:18][c:19]([F:26])[c:20]([CH2:21][C:22]#[N:23])[cH:24][cH:25]1.[CH2:11]([Li:12])[CH2:13][CH2:14][CH3:15].[CH2:27]1[O:28][CH2:29][CH2:30][CH2:31]1.[CH3:1][c:2]1[cH:3][cH:4][c:5]2[c:6]([n:7][cH:8][o:9]2)[cH:10]1.[Pd:32]([Cl:33])[Cl:34].[c:35]1([P:36]([c:37]2[cH:38][cH:39][cH:40][cH:41][cH:42]2)[c:43]2[cH:44][cH:45][cH:46][cH:47][cH:48]2)[cH:49][cH:50][cH:51][cH:52][cH:53]1.[c:54]1([P:55]([c:56]2[cH:57][cH:58][cH:59][cH:60][cH:61]2)[c:62]2[cH:63][cH:64][cH:65][cH:66][cH:67]2)[cH:68][cH:69][cH:70][cH:71][cH:72]1>>[CH3:1][c:2]1[cH:3][cH:4][c:5]2[c:6]([n:7][c:8](-[c:17]3[cH:18][c:19]([F:26])[c:20]([CH2:21][C:22]#[N:23])[cH:24][cH:25]3)[o:9]2)[cH:10]1. Reactants: ClCCCN1C(=O)CCC2=C(C=CC=C12)OC (1-(3-chloropropyl)-5-methoxy-3,4-dihydrocarbostyril), C([O-])([O-])=O.[Na+].[Na+] (sodium carbonate), [I-].[Na+] (sodium iodide), ClC=1C=C(C=CC1)N1CCNCC1 (1-(3-chlorophenyl)-piperazine). The solvent is C(C)#N (acetonitrile). Run at time 4 hour. The product is Cl.ClC=1C=C(C=CC1)N1CCN(CC1)CCCN1C(=O)CCC2=C(C=CC=C12)OC (1-{3-[4-(3-chlorophenyl)-1-piperazinyl]propyl}-5-methoxy-3,4-dihydrocarbostyril hydrochloride). Isolated yield 46.2%. RXN SMILES: [Cl:1][CH2:2][CH2:3][CH2:4][N:5]1[C:15]2[C:10](=[C:11]([O:16][CH3:17])[CH:12]=[CH:13][CH:14]=2)[CH2:9][CH2:8][C:6]1=[O:7].[I-].[Na+].[Cl:20][C:21]1[CH:22]=[C:23]([N:27]2[CH2:32][CH2:31][NH:30][CH2:29][CH2:28]2)[CH:24]=[CH:25][CH:26]=1.C(=O)([O-])[O-].[Na+].[Na+]>C(#N)C>[ClH:1].[Cl:20][C:21]1[CH:22]=[C:23]([N:27]2[CH2:32][CH2:31][N:30]([CH2:2][CH2:3][CH2:4][N:5]3[C:15]4[C:10](=[C:11]([O:16][CH3:17])[CH:12]=[CH:13][CH:14]=4)[CH2:9][CH2:8][C:6]3=[O:7])[CH2:29][CH2:28]2)[CH:24]=[CH:25][CH:26]=1 |f:1.2,4.5.6,8.9|. Procedure details: A solution composed of 1-(3-chloropropyl)-5-methoxy-3,4-dihydrocarbostyril (39.1 g, 0.15 mole), sodium iodide (33.5 g, 0.23 mole) and acetonitrile (200 ml) was heated under reflux for 1 hour and then cooled to room temperature. To this solution was further added 1-(3-chlorophenyl)-piperazine (39.3 g, 0.2 mole) and sodium carbonate (21 g, 0,2 mole). The mixture was further stirred for 4 hours and then filtered while it was hot. The filtrate was concentrated under reduced pressure. The residue was...